The task is: describe an organic reaction: reactants, conditions, products, and yield. This data is from the Open Reaction Database (ORD), a public repository of structured organic reaction records. Starting materials: CC1=CC(=CC(=C1)SC)C (1,3-dimethyl-5-methylsulfanyl-benzene), ice, Cl (hydrochloric acid), ClC(Cl)OC (Dichloromethyl methylether). The reagents and catalysts are [Ti](Cl)(Cl)(Cl)Cl (Titanium tetrachloride). Solvent: ClCCl (dichloromethane). Reaction conditions: temperature -78 celsius, time 20 minute. Product: CC1=C(C=O)C(=CC(=C1)SC)C (2,6-dimethyl-4-methylsulfanyl-benzaldehyde), CC1=C(C=O)C(=CC(=C1)C)SC (2,4-dimethyl-6-methylsulfanyl-benzaldehyde). The yield is 129.8%. As a reaction SMILES: [CH3:1][C:2]1[CH:7]=[C:6]([S:8][CH3:9])[CH:5]=[C:4]([CH3:10])[CH:3]=1.Cl[CH:12]([O:14][CH3:15])Cl.Cl>ClCCl.[Ti](Cl)(Cl)(Cl)Cl>[CH3:1][C:2]1[CH:7]=[C:6]([S:8][CH3:9])[CH:5]=[C:4]([CH3:10])[C:3]=1[CH:12]=[O:14].[CH3:10][C:4]1[CH:3]=[C:2]([CH3:1])[CH:7]=[C:6]([S:8][CH3:9])[C:5]=1[CH:15]=[O:14]. Procedure: A solution of 1,3-dimethyl-5-methylsulfanyl-benzene (8.95 g; 0.059 mol) in 120 ml of dry dichloromethane is cooled to −15° C. under nitrogen. Titanium tetrachloride (12.9 ml; 0.117 mol) is added dropwise, and the resulting dark solution is cooled to −78° C. Dichloromethyl methylether (7.4 ml; 0.082 mol) is then added dropwise during 30 min. and the temperature is allowed to rise to 0° C. After stirring for 20 min at 0° C., the reaction mixture is poured onto 80 g of ice and 10 ml of concentrated... Reactants: C(C)(C)(C)OC(NC1(COC(OC1)(C)C)C#CC1=CC=C(C=C1)S(=O)(=O)N1C=C(C2=CC=C(C=C12)OC)C(C1=CC(=C(C(=C1)OC)OC)OC)=O)=O (tert-Butyl-5-((4-(6-methoxy-3-(3,4,5-trimethoxybenzoyl)-1H-indol-1-ylsulfonyl)phenyl)ethynyl)-2,2-dimethyl-1,3-dioxan-5-ylcarbamate). The reagents and catalysts are [Pd] (Pd/C). Reaction conditions: time 16 hour. Product: C(C)(C)(C)OC(NC1(COC(OC1)(C)C)CCC1=CC=C(C=C1)S(=O)(=O)N1C=C(C2=CC=C(C=C12)OC)C(C1=CC(=C(C(=C1)OC)OC)OC)=O)=O (tert-Butyl-5-(4-(6-methoxy-3-(3,4,5-trimethoxybenzoyl)-1H-indol-1-ylsulfonyl)phenethyl)-2,2-dimethyl-1,3-dioxan-5-ylcarbamate). As a reaction SMILES: [C:1]([O:5][C:6](=[O:52])[NH:7][C:8]1([C:16]#[C:17][C:18]2[CH:23]=[CH:22][C:21]([S:24]([N:27]3[C:35]4[C:30](=[CH:31][CH:32]=[C:33]([O:36][CH3:37])[CH:34]=4)[C:29]([C:38](=[O:51])[C:39]4[CH:44]=[C:43]([O:45][CH3:46])[C:42]([O:47][CH3:48])=[C:41]([O:49][CH3:50])[CH:40]=4)=[CH:28]3)(=[O:26])=[O:25])=[CH:20][CH:19]=2)[CH2:13][O:12][C:11]([CH3:15])([CH3:14])[O:10][CH2:9]1)([CH3:4])([CH3:3])[CH3:2]>[Pd]>[C:1]([O:5][C:6](=[O:52])[NH:7][C:8]1([CH2:16][CH2:17][C:18]2[CH:23]=[CH:22][C:21]([S:24]([N:27]3[C:35]4[C:30](=[CH:31][CH:32]=[C:33]([O:36][CH3:37])[CH:34]=4)[C:29]([C:38](=[O:51])[C:39]4[CH:44]=[C:43]([O:45][CH3:46])[C:42]([O:47][CH3:48])=[C:41]([O:49][CH3:50])[CH:40]=4)=[CH:28]3)(=[O:26])=[O:25])=[CH:20][CH:19]=2)[CH2:13][O:12][C:11]([CH3:14])([CH3:15])[O:10][CH2:9]1)([CH3:3])([CH3:2])[CH3:4]. Procedure details: A mixture of the product of Step D (0.09 g, 0.12 mmol) and 10% Pd/C (0.04 g) was stirred for 16 h under H2 (balloon). The catalyst was removed by filtration through Celite pad, the filtrate evaporated to dryness, to give the product (0.065 g; 73%), as pale paste. 1H-NMR (CDCl3) 1.37 (s, 3H); 1.40 (s, 3H); 1.42 (s, 9H); 1.87-1.93 (m, 2H); 2.52-2.57 (m, 2H); 3.62 (d, 2H, J=11.77 Hz); 3.80 (d, 2H, J=11.55 Hz); 3.89 (s, 3H); 3.90 (s, 6H); 3.95 (s, 3H); 6.98 (dd, 1H, J=2.26, 8.80 Hz); 7.11 (s, 2H); 7... Starting materials: S(O)(O)(=O)=O (sulfuric acid), C1(CCCCC1)[Mg]Cl (cyclohexylmagnesium chloride), C[Si](C1=CC(=CO1)C=O)(C)C (5-trimethylsilyl-3-furaldehyde). The reagents and catalysts are ice. Run in O1CCCC1 (tetrahydrofuran). Run at time 30 minute. Product: C1(CCCCC1)C(O)C=1C=C(OC1)[Si](C)(C)C (4-(1-Cyclohexyl-1-hydroxymethyl)-2-trimethylsilylfuran). As a reaction SMILES: [CH:1]1([Mg]Cl)[CH2:6][CH2:5][CH2:4][CH2:3][CH2:2]1.[CH3:9][Si:10]([CH3:19])([CH3:18])[C:11]1[O:15][CH:14]=[C:13]([CH:16]=[O:17])[CH:12]=1.S(=O)(=O)(O)O>O1CCCC1>[CH:1]1([CH:16]([C:13]2[CH:12]=[C:11]([Si:10]([CH3:19])([CH3:18])[CH3:9])[O:15][CH:14]=2)[OH:17])[CH2:6][CH2:5][CH2:4][CH2:3][CH2:2]1. Reported procedure: To a stirred solution of cyclohexylmagnesium chloride (0.24 ml, 0.484 mmol, 2.0M solution in ethyl ether) under argon at 0°, was added dropwise 5-trimethylsilyl-3-furaldehyde (0.072 g., 0.44 mmol) in 5 ml of dry tetrahydrofuran. This solution was allowed to warm to room temperature, stirred for 30 minutes and poured over crushed ice containing several drops of concentrated sulfuric acid. The resulting mixture was partitioned between ethyl ether and 5% sodium bicarbonate. The organic portion was ... Starting materials: C(C(=O)O)(=O)O.C1(=CC=CC=C1)C(=C1CCN(CC1)CCCOC1=CC=CC=C1)C1=CC=CC=C1 (4-(Diphenylmethylene)-1-(3-phenoxypropyl)piperidine oxalate), ClC1=CC=C(C=C1)C(O)(C1CCNCC1)C1=CC=C(C=C1)Cl (α,α-bis(4-chlorophenyl)-4-piperidinemethanol), ClCCCOC1=C(C=C(C=C1)C(C)=O)OC (1-[4-(3-chloropropoxy)-3-methoxyphenyl]ethanone), C([O-])([O-])=O.[Na+].[Na+] (sodium carbonate), [I-].[K+] (potassium iodide), C(C(=O)O)(=O)O (oxalic acid). Run in C(CCC)O (1-butanol). Product: C(C(=O)O)(=O)O.ClC1=CC=C(C=C1)C(C1CCN(CC1)CCCOC1=C(C=C(C=C1)C(C)=O)OC)(O)C1=CC=C(C=C1)Cl (1-[4-[3-[4-[Bis(4-chlorophenyl)hydroxymethyl]-1-piperidinyl]propoxy]-3-methoxyphenyl]ethanone oxalate). Isolated yield 30.0%. RXN SMILES: [C:1]([OH:6])(=[O:5])[C:2]([OH:4])=[O:3].C1(C(C2C=CC=CC=2)=C2CCN(CCCOC3C=CC=CC=3)CC2)C=CC=CC=1.[Cl:36][C:37]1[CH:42]=[CH:41][C:40]([C:43]([C:51]2[CH:56]=[CH:55][C:54]([Cl:57])=[CH:53][CH:52]=2)([CH:45]2[CH2:50][CH2:49][NH:48][CH2:47][CH2:46]2)[OH:44])=[CH:39][CH:38]=1.Cl[CH2:59][CH2:60][CH2:61][O:62][C:63]1[CH:68]=[CH:67][C:66]([C:69](=[O:71])[CH3:70])=[CH:65][C:64]=1[O:72][CH3:73].C(=O)([O-])[O-].[Na+].[Na+].[I-].[K+].C(O)(=O)C(O)=O>C(O)CCC>[C:1]([OH:6])(=[O:5])[C:2]([OH:4])=[O:3].[Cl:36][C:37]1[CH:42]=[CH:41][C:40]([C:43]([C:51]2[CH:52]=[CH:53][C:54]([Cl:57])=[CH:55][CH:56]=2)([OH:44])[CH:45]2[CH2:46][CH2:47][N:48]([CH2:59][CH2:60][CH2:61][O:62][C:63]3[CH:68]=[CH:67][C:66]([C:69](=[O:71])[CH3:70])=[CH:65][C:64]=3[O:72][CH3:73])[CH2:49][CH2:50]2)=[CH:39][CH:38]=1 |f:0.1,4.5.6,7.8,11.12|. Procedure: This compound was prepared according to the procedure used to synthesize the compound of Example 1. A mixture of 2.5 g (0.0075 mole) of α,α-bis(4-chlorophenyl)-4-piperidinemethanol, 1.8 g (0.0075 mole) of 1-[4-(3-chloropropoxy)-3-methoxyphenyl]ethanone, 3.7 g (0.035 mole) of anhydrous sodium carbonate and 0.4 g of potassium iodide in 100 ml of 1-butanol gave a gummy solid as residue. This solid was converted to the oxalic acid salt and the solid was recrystallized from absolute ethanol to yield ... The reactants are [BH4-], Nc1ccc2c(c1)[nH]c1cc(OCc3ccccc3)ccc12, C[O-], CO, [Na+], [Na+]. Product: CNc1ccc2c(c1)[nH]c1cc(OCc3ccccc3)ccc12. Reaction SMILES: [BH4-:26].[CH2:1]([c:2]1[cH:3][cH:4][cH:5][cH:6][cH:7]1)[O:8][c:9]1[cH:10][cH:11][c:12]2[c:13]3[cH:14][cH:15][c:16]([NH2:22])[cH:17][c:18]3[nH:19][c:20]2[cH:21]1.[CH3:23][O-:24].[CH3:28][OH:29].[Na+:25].[Na+:27]>>[CH2:1]([c:2]1[cH:3][cH:4][cH:5][cH:6][cH:7]1)[O:8][c:9]1[cH:10][cH:11][c:12]2[c:13]3[cH:14][cH:15][c:16]([NH:22][CH3:23])[cH:17][c:18]3[nH:19][c:20]2[cH:21]1. The reactants are CC(CC1=CC=C(OC2=CC=C(C=O)C=C2)C=C1)(C)[N+](=O)[O-] (4-(4-(2-Methyl-2-nitropropyl)phenoxy)benzaldehyde), ClC=1C=C(C(=O)OO)C=CC1 (m-Chloroperoxy-benzoic acid). The solvent is C(Cl)(Cl)Cl (chloroform). Conditions: time 1 hour. Product: CC(CC1=CC=C(OC2=CC=C(C=C2)O)C=C1)(C)[N+](=O)[O-] (4-(4-(2-Methyl-2-nitropropyl)phenoxy)phenol). RXN SMILES: [CH3:1][C:2]([N+:20]([O-:22])=[O:21])([CH3:19])[CH2:3][C:4]1[CH:18]=[CH:17][C:7]([O:8][C:9]2[CH:16]=[CH:15][C:12](C=O)=[CH:11][CH:10]=2)=[CH:6][CH:5]=1.ClC1C=C(C=CC=1)C(OO)=[O:28]>C(Cl)(Cl)Cl>[CH3:1][C:2]([N+:20]([O-:22])=[O:21])([CH3:19])[CH2:3][C:4]1[CH:18]=[CH:17][C:7]([O:8][C:9]2[CH:16]=[CH:15][C:12]([OH:28])=[CH:11][CH:10]=2)=[CH:6][CH:5]=1. Procedure details: 4-(4-(2-Methyl-2-nitropropyl)phenoxy)benzaldehyde (6.00 g, 20 mmol) was dissolved in chloroform (500 mL). m-Chloroperoxy-benzoic acid (10.0 g, 58 mmol) was added in small portions at RT. After stirring for 1 hour, the mixture was concentrated in vacuo and MeOH (300 mL) added followed by the dropwise addition of conc. HCl (5 mL). This mixture was stirred for 3 hours at RT and then concentrated in vacuo. Chromatography over silica gel (MeOH/CHCl3) allowed for the isolation of 3.20 g (55%) of the d... Reactants: CCCCCCCCCCCC(=O)Cl, C1CCOC1, NNC(N)=S. Yields the product CCCCCCCCCCCC(=O)NNC(N)=S. Reaction SMILES: [C:1]([CH2:2][CH2:3][CH2:4][CH2:5][CH2:6][CH2:7][CH2:8][CH2:9][CH2:10][CH2:11][CH3:12])(=[O:13])[Cl:14].[CH2:20]1[O:21][CH2:22][CH2:23][CH2:24]1.[NH2:15][NH:16][C:17](=[S:18])[NH2:19]>>[C:1]([CH2:2][CH2:3][CH2:4][CH2:5][CH2:6][CH2:7][CH2:8][CH2:9][CH2:10][CH2:11][CH3:12])(=[O:13])[NH:15][NH:16][C:17](=[S:18])[NH2:19]. The reactants are C(C)(C)(C)OC(=O)N(CC1=CC=C(C=C1)CNC1CCCC=2C=CC=NC12)CC1=NC=CC=C1 (N-(tert-butoxycarbonyl)-N-(2-pyridinylmethyl)-N′-(5,6,7,8-tetrahydro-8-quinolinyl)-1,4-benzenedimethanamine), N1C(=NC=C1)C=O (2-imidazolecarboxaldehyde), C(#N)[BH3-].[Na+] (sodium cyanoborohydride). Run in CO (MeOH). Run at time 40 hour. Yields the product N1=C(C=CC=C1)CNCC1=CC=C(C=C1)CN(C1CCCC=2C=CC=NC12)CC=1NC=CN1 (N-(2-pyridinylmethyl)-N′-(1H-imidazol-2-ylmethyl)-N′-(5,6,7,8-tetrahydro-8-quinolinyl)-1,4-benzenedimethanamine). Isolated yield 28.8%. RXN SMILES: C(OC([N:8]([CH2:28][C:29]1[CH:34]=[CH:33][CH:32]=[CH:31][N:30]=1)[CH2:9][C:10]1[CH:15]=[CH:14][C:13]([CH2:16][NH:17][CH:18]2[C:27]3[N:26]=[CH:25][CH:24]=[CH:23][C:22]=3[CH2:21][CH2:20][CH2:19]2)=[CH:12][CH:11]=1)=O)(C)(C)C.[NH:35]1[CH:39]=[CH:38][N:37]=[C:36]1[CH:40]=O.C([BH3-])#N.[Na+]>CO>[N:30]1[CH:31]=[CH:32][CH:33]=[CH:34][C:29]=1[CH2:28][NH:8][CH2:9][C:10]1[CH:11]=[CH:12][C:13]([CH2:16][N:17]([CH2:40][C:36]2[NH:37][CH:38]=[CH:39][N:35]=2)[CH:18]2[C:27]3[N:26]=[CH:25][CH:24]=[CH:23][C:22]=3[CH2:21][CH2:20][CH2:19]2)=[CH:14][CH:15]=1 |f:2.3|. Reported procedure: To a stirred solution of N-(tert-butoxycarbonyl)-N-(2-pyridinylmethyl)-N′-(5,6,7,8-tetrahydro-8-quinolinyl)-1,4-benzenedimethanamine (174 mg, 0.38 mmol) in dry MeOH (5 mL) was added 2-imidazolecarboxaldehyde (75 mg, 0.78 mmol) and sodium cyanoborohydride (55 mg, 0.88 mmol) and the mixture was stirred for 40 h. The reaction mixture was concentrated in vacuo and partitioned between CH2Cl2 (30 mL) and aqueous 1 N sodium hydroxide (30 mL). The aqueous layer was washed with CH2Cl2 (2×20 mL) and the c... Starting materials: CCOC(=O)C(C)(C)Cc1cc2c(c(OC)c1)OC(C)(C)C2, CO, Cl, [Na+], [OH-]. Yields the product COc1cc(CC(C)(C)C(=O)O)cc2c1OC(C)(C)C2. Reaction SMILES: [CH2:1]([CH3:2])[O:3][C:4]([C:5]([CH2:6][c:7]1[cH:8][c:9]([O:18][CH3:19])[c:10]2[c:11]([cH:17]1)[CH2:12][C:13]([CH3:15])([CH3:16])[O:14]2)([CH3:20])[CH3:21])=[O:22].[CH3:26][OH:27].[ClH:25].[Na+:24].[OH-:23]>>[O:3]=[C:4]([C:5]([CH2:6][c:7]1[cH:8][c:9]([O:18][CH3:19])[c:10]2[c:11]([cH:17]1)[CH2:12][C:13]([CH3:15])([CH3:16])[O:14]2)([CH3:20])[CH3:21])[OH:22]. The reactants are C(CCCC)C1=CC=C(CN)C=C1 (4-pentylbenzylamine), C(C)(=O)O.NCC1=CC2=C(OC(OC2=O)(C)C)C=C1 (6-(aminomethyl)-2,2-dimethyl-4H-1,3-benzodioxin-4-one acetate), ClCC1=CC=C(C(=O)Cl)C=C1 (4-(chloromethyl)benzoyl chloride), C1(CCCC1)CCC(=O)Cl (3-cyclopentylpropanoyl chloride). The product is C1(CCCC1)CCC(=O)N(CC1=CC=C(C=C1)C(=O)NCC1=CC=C(C=C1)CCCCC)CC=1C=CC(=C(C(=O)O)C1)O (5-{[(3-cyclopentylpropanoyl)(4-{[(4-pentylbenzyl)amino]carbonyl}benzyl)amino]methyl}-2-hydroxybenzoic acid). RXN SMILES: [CH2:1]([C:6]1[CH:13]=[CH:12][C:9]([CH2:10][NH2:11])=[CH:8][CH:7]=1)[CH2:2][CH2:3][CH2:4][CH3:5].Cl[CH2:15][C:16]1[CH:24]=[CH:23][C:19]([C:20](Cl)=[O:21])=[CH:18][CH:17]=1.[CH:25]1([CH2:30][CH2:31][C:32](Cl)=[O:33])[CH2:29][CH2:28][CH2:27][CH2:26]1.C(O)(=O)C.[NH2:39][CH2:40][C:41]1[CH:53]=[CH:52][C:44]2[O:45]C(C)(C)[O:47][C:48](=[O:49])[C:43]=2[CH:42]=1>>[CH:25]1([CH2:30][CH2:31][C:32]([N:39]([CH2:40][C:41]2[CH:53]=[CH:52][C:44]([OH:45])=[C:43]([CH:42]=2)[C:48]([OH:49])=[O:47])[CH2:15][C:16]2[CH:24]=[CH:23][C:19]([C:20]([NH:11][CH2:10][C:9]3[CH:12]=[CH:13][C:6]([CH2:1][CH2:2][CH2:3][CH2:4][CH3:5])=[CH:7][CH:8]=3)=[O:21])=[CH:18][CH:17]=2)=[O:33])[CH2:29][CH2:28][CH2:27][CH2:26]1 |f:3.4|. Procedure: The title compound was prepared following the procedure A using 4-pentylbenzylamine, 4-(chloromethyl)benzoyl chloride, 3-cyclopentylpropanoyl chloride and 6-(aminomethyl)-2,2-dimethyl-4H-1,3-benzodioxin-4-one acetate. M+(ESI): 585.5